Task: describe an organic reaction: reactants, conditions, products, and yield. Dataset: the Open Reaction Database (ORD), a public repository of structured organic reaction records The reactants are CC12CCCC=3C=4C=CC=CC4N(C13)C(CC2)=O (1,2,3,3a,4,5-hexahydro-3a-methyl-6H-pyrido[3,2,1-jk]carbazol-6-one), [OH-].[Na+] (sodium hydroxide). As a reaction SMILES: [CH3:1][C:2]12[CH2:17][CH2:16][C:15](=[O:18])[N:13]3[C:14]1=[C:6]([C:7]1[CH:8]=[CH:9][CH:10]=[CH:11][C:12]=13)[CH2:5][CH2:4][CH2:3]2.[OH-:19].[Na+]>C(O)C>[CH3:1][C:2]1([CH2:17][CH2:16][C:15]([OH:19])=[O:18])[C:14]2[NH:13][C:12]3[C:7](=[CH:8][CH:9]=[CH:10][CH:11]=3)[C:6]=2[CH2:5][CH2:4][CH2:3]1 |f:1.2|. Solvent: C(C)O (ethanol). Yields the product CC1(CCCC=2C3=CC=CC=C3NC12)CCC(=O)O (1-Methyl-1,2,3,4-tetrahydrocarbazole-1-propionic Acid). Reported procedure: A solution of 1,2,3,3a,4,5-hexahydro-3a-methyl-6H-pyrido[3,2,1-jk]carbazol-6-one (0.5 g), described in Example 40, in ethanol (10 ml) and 10% sodium hydroxide solution (10 ml) is heated at reflux for 3 hr. The mixture is concentrated, diluted with water and washed with ether. The aqueous phase is rendered acidic with conc. HCl and extracted with chloroform. Concentration of the chloroform extract yields the title compound as a solid, mp 204°-206° C., identical to the product of Example 69.